This data is from the Open Reaction Database (ORD), a public repository of structured organic reaction records. The task is: describe an organic reaction: reactants, conditions, products, and yield Starting materials: NOP(C1=CC=CC=C1)(C1=CC=CC=C1)=O ((aminooxy)(diphenyl)phosphine oxide), BrC1=C(C(=O)OC)C=CC(=C1)C(=O)C=1NC(=CC1)CC (methyl 2-bromo-4-[(5-ethyl-1H-pyrrol-2-yl)carbonyl]benzoate), [H-].[Na+] (sodium hydride). Solvent: CN(C=O)C (N,N-dimethylformamide), oil. Conditions: time 1 hour. Yields the product NN1C(=CC=C1CC)C(=O)C1=CC(=C(C(=O)OC)C=C1)Br (methyl 4-[(1-amino-5-ethyl-1H-pyrrol-2-yl)carbonyl]-2-bromobenzoate). The yield is 89.9%. Reaction SMILES: [Br:1][C:2]1[CH:11]=[C:10]([C:12]([C:14]2[NH:15][C:16]([CH2:19][CH3:20])=[CH:17][CH:18]=2)=[O:13])[CH:9]=[CH:8][C:3]=1[C:4]([O:6][CH3:7])=[O:5].[H-].[Na+].[NH2:23]OP(=O)(C1C=CC=CC=1)C1C=CC=CC=1>CN(C)C=O>[NH2:23][N:15]1[C:16]([CH2:19][CH3:20])=[CH:17][CH:18]=[C:14]1[C:12]([C:10]1[CH:9]=[CH:8][C:3]([C:4]([O:6][CH3:7])=[O:5])=[C:2]([Br:1])[CH:11]=1)=[O:13] |f:1.2|. Procedure details: To a solution of methyl 2-bromo-4-[(5-ethyl-1H-pyrrol-2-yl)carbonyl]benzoate (330 mg) in N,N-dimethylformamide (5 mL) was added 60% sodium hydride in oil (58.4 mg) in an ice-bath over 5 miutes. After stirring for 1 hour, (aminooxy)(diphenyl)phosphine oxide (340 mg) was added portionwise over 40 minutes. The resulting mixture was stirred for 1 hour in the bath. The reaction was quenched by adding water (10 mL). The mixture was partitioned between ethyl acetate and water. The organic layer was was... The reactants are C(=O)C=1NC=CN1 (2-formylimidazole), C(C)(=O)OCCBr (bromoethyl acetate), C([O-])([O-])=O.[K+].[K+] (potassium carbonate). Run in CN(C)C=O (DMF). The product is C(=O)C=1N(C=CN1)CC(=O)OCC (ethyl (2-formyl-1H-imidazol-1-yl)acetate). As a reaction SMILES: [CH:1]([C:3]1[NH:4][CH:5]=[CH:6][N:7]=1)=[O:2].[C:8]([O:11][CH2:12][CH2:13]Br)(=[O:10])[CH3:9].C(=O)([O-])[O-].[K+].[K+]>CN(C=O)C>[CH:1]([C:3]1[N:4]([CH2:9][C:8]([O:11][CH2:12][CH3:13])=[O:10])[CH:5]=[CH:6][N:7]=1)=[O:2] |f:2.3.4|. Procedure: A mixture of 2-formylimidazole (5.16 g), bromoethyl acetate (7.1 ml) and potassium carbonate (11.1 g) in. DMF (50 ml) was stirred for 20 hours at 60° C. The insolubles were removed by filtration, water was added to the mixture, and the mixture was extracted with ethyl acetate. The organic layer was washed with saturated brine, dried over magnesium sulfate, and concentrated under reduced pressure. The obtained residue was separated and purified by column chromatography (ethyl acetate:hexane 1:1),... The reactants are COC(=O)C(C)(C)Nc1cccc(C2Nc3ccc(Cl)cc3CC2(C)C)c1, Cl, [Li+], C1CCOC1, [OH-], O. Product: CC(C)(Nc1cccc(C2Nc3ccc(Cl)cc3CC2(C)C)c1)C(=O)O. Reaction SMILES: [CH3:1][O:2][C:3]([C:4]([CH3:5])([CH3:6])[NH:7][c:8]1[cH:9][c:10]([CH:14]2[NH:15][c:16]3[cH:17][cH:18][c:19]([Cl:26])[cH:20][c:21]3[CH2:22][C:23]2([CH3:24])[CH3:25])[cH:11][cH:12][cH:13]1)=[O:27].[ClH:28].[Li+:34].[O:29]1[CH2:30][CH2:31][CH2:32][CH2:33]1.[OH-:35].[OH2:36]>>[O:2]=[C:3]([C:4]([CH3:5])([CH3:6])[NH:7][c:8]1[cH:9][c:10]([CH:14]2[NH:15][c:16]3[cH:17][cH:18][c:19]([Cl:26])[cH:20][c:21]3[CH2:22][C:23]2([CH3:24])[CH3:25])[cH:11][cH:12][cH:13]1)[OH:27].